This data is from the Open Reaction Database (ORD), a public repository of structured organic reaction records. The task is: describe an organic reaction: reactants, conditions, products, and yield The reactants are [Cl-].[Na+] (sodium chloride), C(C1=CC=CC=C1)OC1=CC=C(N)C=C1 (4-benzyloxyaniline), BrCCCCCCC#N (7-bromoheptanenitrile), [F-].[Cs+] (cesium fluoride). Solvent: CN(C)C=O (DMF). Reaction conditions: temperature 100 celsius. The product is C(C1=CC=CC=C1)OC1=CC=C(C=C1)NCCCCCCC#N (7-[(4-benzyloxyphenyl)amino]heptanenitrile). The yield is 82.7%. As a reaction SMILES: [CH2:1]([O:8][C:9]1[CH:15]=[CH:14][C:12]([NH2:13])=[CH:11][CH:10]=1)[C:2]1[CH:7]=[CH:6][CH:5]=[CH:4][CH:3]=1.Br[CH2:17][CH2:18][CH2:19][CH2:20][CH2:21][CH2:22][C:23]#[N:24].[F-].[Cs+].[Cl-].[Na+]>CN(C=O)C>[CH2:1]([O:8][C:9]1[CH:10]=[CH:11][C:12]([NH:13][CH2:17][CH2:18][CH2:19][CH2:20][CH2:21][CH2:22][C:23]#[N:24])=[CH:14][CH:15]=1)[C:2]1[CH:3]=[CH:4][CH:5]=[CH:6][CH:7]=1 |f:2.3,4.5|. Procedure details: A 20 g portion of 4-benzyloxyaniline hydrochloride was dissolved in chloroform-methanol and made basic with a solution of 70 mL of 1.25N sodium hydroxide and 70 mL of water. The layers were separated, the aqueous phase extracted with chloroform, the chloroform extracts washed with saturated sodium chloride solution, and dried over anhydrous sodium sulfate. The solvent was evaporated to yield 17 g of 4-benzyloxyaniline. A solution of 2 g (0.01 mol) of 4-benzyloxyaniline, 2.26 ml (0.015 mol) of 7-... The reactants are COc1ccc(C2=CC(O)CC2)cc1OC1CCCC1, CI, [K+], [OH-], O. The product is COc1ccc(C2=CC(OC)CC2)cc1OC1CCCC1. RXN SMILES: [CH:1]1([O:6][c:7]2[cH:8][c:9]([C:15]3=[CH:16][CH:17]([OH:20])[CH2:18][CH2:19]3)[cH:10][cH:11][c:12]2[O:13][CH3:14])[CH2:2][CH2:3][CH2:4][CH2:5]1.[I:23][CH3:24].[K+:22].[OH-:21].[OH2:25]>>[CH:1]1([O:6][c:7]2[cH:8][c:9]([C:15]3=[CH:16][CH:17]([O:20][CH3:24])[CH2:18][CH2:19]3)[cH:10][cH:11][c:12]2[O:13][CH3:14])[CH2:2][CH2:3][CH2:4][CH2:5]1. Starting materials: COC(CC(=O)CCl)=O (Methyl-4-chloroacetoacetate), C(C)(=O)NC(=S)N (N-acetylthiourea), 4A, ( 10g ). Run at time 23 hour. The product is C(C)(=O)NC=1SC=C(N1)CC(=O)OC (Methyl 2-acetamidothiazol-4-acetate). RXN SMILES: [CH3:1][O:2][C:3](=[O:9])[CH2:4][C:5]([CH2:7]Cl)=O.[C:10]([NH:13][C:14]([NH2:16])=[S:15])(=[O:12])[CH3:11]>>[C:10]([NH:13][C:14]1[S:15][CH:7]=[C:5]([CH2:4][C:3]([O:2][CH3:1])=[O:9])[N:16]=1)(=[O:12])[CH3:11]. Procedure details: Methyl-4-chloroacetoacetate (11.54ml), N-acetylthiourea (11.8g) and 4A molecular sieves (10g) were stirred in dry, distilled dimethylformamide (DMF) (50ml) at 50° C., for 23h. After this time the reaction appeared complete by t.1.c. The mixture was cooled and filtered through a dicalite pad. The residue was washed with DMF and tetrahydrofuran and the resultant filtrates diluted with water. This solution was washed five times with ethyl acetate; the organic washes were combined, dried, filtered a... Reactants: CC1=C(C=CC=C1O)O (2-methyl-benzene-1,3-diol), C(C)(=O)OC(C)=O (acetic anhydride). The reagents and catalysts are [Cl-].[Cl-].[Zn+2] (ZnCl2). Run at temperature 105 celsius. Product: OC1=C(C=CC(=C1C)O)C(C)=O (1-(2,4-Dihydroxy-3-methyl-phenyl)-ethanone). Reaction SMILES: [CH3:1][C:2]1[C:7]([OH:8])=[CH:6][CH:5]=[CH:4][C:3]=1[OH:9].[C:10](OC(=O)C)(=[O:12])[CH3:11]>[Cl-].[Cl-].[Zn+2]>[OH:8][C:7]1[C:2]([CH3:1])=[C:3]([OH:9])[CH:4]=[CH:5][C:6]=1[C:10](=[O:12])[CH3:11] |f:2.3.4|. Procedure: A mixture of 2-methyl-benzene-1,3-diol, acetic anhydride and ZnCl2 was heated at 150-60° C. for 3.5 h, and processed as reported in the literature. (Pearson. D. E. et. al., Synthesis, 533, 1972 and the references cited therein). The crude was purified using flash chromatography (silica gel, 0-5% CH3CN in chloroform) to obtain the title compound. Yield, 73%; mp, 65-66° C. (EtOAc-PE 60-80° C.); MS (CI): 195 (M++29), 169 (M++1); analysis: C9H10O3 requires C, 65.05; H, 6.07; found C, 65.44; H, 6.62%... Starting materials: Cl (hydrochloride), NC=1C=C(C(=O)O)C=CC1 (3-aminobenzoic acid), CC=1C=C(C=CC1C)C1=CC(=CC=C1)C=1NC2=C(N1)C1=C(C=C(C=C1C=C2)S(=O)(=O)Cl)O (2-(3′,4′-dimethylbiphenyl-3-yl)-9-hydroxyl-3H-naphtho[1,2-d]imidazole-7-sulfonyl chloride), sodium hydroxy. The solvent is C1CCOC1 (THF), O (water). Run at time 30 minute. Product: CC=1C=C(C=CC1C)C1=CC(=CC=C1)C=1NC2=C(N1)C1=C(C=C(C=C1C=C2)S(=O)(=O)NC=2C=C(C(=O)O)C=CC2)O (3-[2-(3′,4′-dimethylbiphenyl-3-yl)-9-hydroxy-3H-naphtho[1,2-d]imidazole-7-sulfonylamino]-benzoic acid). Yield: 4.9%. Reaction SMILES: [NH2:1][C:2]1[CH:3]=[C:4]([CH:8]=[CH:9][CH:10]=1)[C:5]([OH:7])=[O:6].[CH3:11][C:12]1[CH:13]=[C:14]([C:19]2[CH:24]=[CH:23][CH:22]=[C:21]([C:25]3[NH:26][C:27]4[CH:37]=[CH:36][C:35]5[C:30](=[C:31]([OH:42])[CH:32]=[C:33]([S:38](Cl)(=[O:40])=[O:39])[CH:34]=5)[C:28]=4[N:29]=3)[CH:20]=2)[CH:15]=[CH:16][C:17]=1[CH3:18].Cl>C1COCC1.O>[CH3:11][C:12]1[CH:13]=[C:14]([C:19]2[CH:24]=[CH:23][CH:22]=[C:21]([C:25]3[NH:26][C:27]4[CH:37]=[CH:36][C:35]5[C:30](=[C:31]([OH:42])[CH:32]=[C:33]([S:38]([NH:1][C:2]6[CH:3]=[C:4]([CH:8]=[CH:9][CH:10]=6)[C:5]([OH:7])=[O:6])(=[O:40])=[O:39])[CH:34]=5)[C:28]=4[N:29]=3)[CH:20]=2)[CH:15]=[CH:16][C:17]=1[CH3:18]. Procedure details: To an agitated suspension of 3-aminobenzoic acid (0.028 g, 0.2 mmol) in THF (1 mL) was added 2-(3′,4′-dimethylbiphenyl-3-yl)-9-hydroxyl-3H-naphtho[1,2-d]imidazole-7-sulfonyl chloride (0.083 g, 0.18 mmol) and sodium hydroxy (0.018 g, 0.4 mmol) in water (0.5 mL). After agitated for 30 minutes, the reaction mixture was added 6N hydrochloride (2 ml) and concentrated under reduced pressure. The residue was subjected to HPLC (ODS-A, gradient 10-90% CH3CN/water 0.1% TFA) to provide the title compound (... Reactants: O=C(CBr)c1ccc(F)cc1, FC(F)(F)Cc1nc2cc(Cl)c(Cl)cc2[nH]1, [H-], [Na+], CN(C)C=O. Yields the product O=C(Cn1c(CC(F)(F)F)nc2cc(Cl)c(Cl)cc21)c1ccc(F)cc1. Reaction SMILES: [Br:19][CH2:20][C:21](=[O:22])[c:23]1[cH:24][cH:25][c:26]([F:29])[cH:27][cH:28]1.[Cl:1][c:2]1[cH:3][c:4]2[c:5]([nH:6][c:7]([CH2:9][C:10]([F:11])([F:12])[F:13])[n:8]2)[cH:14][c:15]1[Cl:16].[H-:17].[Na+:18].[O:30]=[CH:31][N:32]([CH3:33])[CH3:34]>>[Cl:1][c:2]1[cH:3][c:4]2[c:5]([n:6][c:7]([CH2:9][C:10]([F:11])([F:12])[F:13])[n:8]2[CH2:20][C:21](=[O:22])[c:23]2[cH:24][cH:25][c:26]([F:29])[cH:27][cH:28]2)[cH:14][c:15]1[Cl:16].